This data is from the Open Reaction Database (ORD), a public repository of structured organic reaction records. The task is: describe an organic reaction: reactants, conditions, products, and yield Reactants: C(C)OC(CN)=O (glycine ethyl ester), C(C#CC)OC1=CC=C(C=C1)S(=O)(=O)Cl (4-but-2-ynyloxy-benzenesulfonyl chloride). The solvent is C(Cl)(Cl)Cl (chloroform), N1=CC=CC=C1 (pyridine), CCOCC (ether). Reaction conditions: time 15 hour. Product: C(C)OC(CNS(=O)(=O)C1=CC=C(C=C1)OCC#CC)=O ((4-But-2-ynyloxy-benzenesulfonylamino)-acetic acid ethyl ester). Isolated yield 43.0%. As a reaction SMILES: [CH2:1]([O:3][C:4](=[O:7])[CH2:5][NH2:6])[CH3:2].[CH2:8]([O:12][C:13]1[CH:18]=[CH:17][C:16]([S:19](Cl)(=[O:21])=[O:20])=[CH:15][CH:14]=1)[C:9]#[C:10][CH3:11]>C(Cl)(Cl)Cl.N1C=CC=CC=1.CCOCC>[CH2:1]([O:3][C:4](=[O:7])[CH2:5][NH:6][S:19]([C:16]1[CH:15]=[CH:14][C:13]([O:12][CH2:8][C:9]#[C:10][CH3:11])=[CH:18][CH:17]=1)(=[O:21])=[O:20])[CH3:2]. Procedure: To a solution of 1.00 g (7.163 mmol) of glycine ethyl ester in 10 mL of chloroform and 2.0 mL of pyridine was added 1.75 g (7.163 mmol) of 4-but-2-ynyloxy-benzenesulfonyl chloride and the reaction was stirred at room temperature for 15 h. The reaction mixture was then diluted with ether and the organics were washed with 5% HCl solution and water, dried over MgSO4, filtered and concentrated in vacuo. The resulting brown solid was washed with ether to provide 0.96 g (43%) of the sulfonamide as a w... Starting materials: COC=1C=C(CC2NC(CC2)CCC2=CC=C(C=C2)Cl)C=CC1OC (2-(3',4'-dimethoxybenzyl)-5-[2-(4-chlorophenyl)ethyl]pyrrolidine), B(Br)(Br)Br (boron tribromide), CO (methanol). Solvent: C(Cl)Cl (methylene chloride). Reaction conditions: time 8 hour. Yields the product Br.OC=1C=C(CC2NC(CC2)CCC2=CC=C(C=C2)Cl)C=CC1O (2-(3',4'-Dihydroxybenzyl)-5-[2-(4-chlorophenyl)ethyl]pyrrolidine hydrobromide). As a reaction SMILES: C[O:2][C:3]1[CH:4]=[C:5]([CH:21]=[CH:22][C:23]=1[O:24]C)[CH2:6][CH:7]1[CH2:11][CH2:10][CH:9]([CH2:12][CH2:13][C:14]2[CH:19]=[CH:18][C:17]([Cl:20])=[CH:16][CH:15]=2)[NH:8]1.B(Br)(Br)[Br:27].CO>C(Cl)Cl>[BrH:27].[OH:2][C:3]1[CH:4]=[C:5]([CH:21]=[CH:22][C:23]=1[OH:24])[CH2:6][CH:7]1[CH2:11][CH2:10][CH:9]([CH2:12][CH2:13][C:14]2[CH:19]=[CH:18][C:17]([Cl:20])=[CH:16][CH:15]=2)[NH:8]1 |f:4.5|. Procedure: To a cold (-70° C.) solution of 24.2 g (0.67 mole) of 2-(3',4'-dimethoxybenzyl)-5-[2-(4-chlorophenyl)ethyl]pyrrolidine in 600 cc of methylene chloride was added dropwise 46.5 g (0.186 mole) of boron tribromide. After the addition the reaction mixture was gradually warmed to room temperature over a period of 2 hours. The mixture was cooled again to -70° C. and 300 ml of methanol was carefully added. Solvent was removed in vacuo. An additional 100 ml of methanol was added and removed in vacuo. The... The yield is 77.3%. The reactants are ClC=1C(=C(C#N)C(=C(C1F)F)F)F (3-Chloro-tetrafluorobenzonitrile), [OH-].[Na+] (sodium hydroxide). Reaction SMILES: Cl[C:2]1[C:3]([F:13])=[C:4]([C:7]([F:12])=[C:8]([F:11])[C:9]=1[F:10])[C:5]#N.[OH-].[Na+]>>[F:12][C:7]1[C:8]([F:11])=[C:9]([F:10])[CH:2]=[C:3]([F:13])[C:4]=1[CH3:5] |f:1.2|. Reported procedure: 3-Chloro-tetrafluorobenzonitrile was reacted at 240° C. The reaction products were collected in 300 ml of water and, after reaction was complete, the mixture was made alkaline with 40% strength by weight aqueous sodium hydroxide solution. The organic material was extracted with methyl tert.-butyl ether, analysed and then worked up by distillation. 2,3,4,6-Tetrafluoro-toluene of boiling point 108° C. was isolated in a yield of 77.3%. Product: FC1=C(C(=CC(=C1F)F)F)C (2,3,4,6-Tetrafluoro-toluene). Reactants: COC1=CC(=CC=C1C)C1=NSC2=C1C=C(C=C2)N2C(N(C(=CC2=O)C(F)(F)F)C)=O (3-[3-(6-methoxy-p-tolyl)-1,2-benzisothiazol-5-yl]-1-methyl-6-(trifluoromethyl)-2,4(1H,3H)-pyrimidinedione), II (iodine). The reagents and catalysts are FC(C(=O)[O-])(F)F.[Ag+] (silver trifluoroacetate). Solvent: C(Cl)Cl (methylene chloride), C(Cl)Cl (methylene chloride). Conditions: time 8 hour. The product is IC=1C(=CC(=C(C1)C)OC)C1=NSC2=C1C=C(C=C2)N2C(N(C(=CC2=O)C(F)(F)F)C)=O (3-[3-(5-Iodo-2-methoxy-p-tolyl)-1,2-benzisothiazol-5-yl]-1-methyl-6-(trifluoromethyl)-2,4(1H,3H)-pyrimidinedione). Yield: 87.2%. Reaction SMILES: [CH3:1][O:2][C:3]1[C:8]([CH3:9])=[CH:7][CH:6]=[C:5]([C:10]2[C:14]3[CH:15]=[C:16]([N:19]4[C:24](=[O:25])[CH:23]=[C:22]([C:26]([F:29])([F:28])[F:27])[N:21]([CH3:30])[C:20]4=[O:31])[CH:17]=[CH:18][C:13]=3[S:12][N:11]=2)[CH:4]=1.[I:32]I>C(Cl)Cl.FC(F)(F)C([O-])=O.[Ag+]>[I:32][C:6]1[C:5]([C:10]2[C:14]3[CH:15]=[C:16]([N:19]4[C:24](=[O:25])[CH:23]=[C:22]([C:26]([F:29])([F:28])[F:27])[N:21]([CH3:30])[C:20]4=[O:31])[CH:17]=[CH:18][C:13]=3[S:12][N:11]=2)=[CH:4][C:3]([O:2][CH3:1])=[C:8]([CH3:9])[CH:7]=1 |f:3.4|. Reported procedure: A mixture of 3-[3-(6-methoxy-p-tolyl)-1,2-benzisothiazol-5-yl]-1-methyl-6-(trifluoromethyl)-2,4(1H,3H)-pyrimidinedione (1.34 g, 0.00300 mol), silver trifluoroacetate and methylene chloride is treated with iodine (1.14 g, 0.00450 mol) in portions, stirred overnight at room temperature, diluted with methylene chloride, washed with 1M sodium thiosulfate and brine, dried over anhydrous magnesium sulfate, and concentrated in vacuo to a brown oil which solidifies on standing. Recrystallization from et... Reactants: N,N'-Carbonyldiimidazole, C=1C=CC(=C(C1)C(=O)O)NC=2C=CC=C(C2)C(F)(F)F (flufenamic acid), NNC(=S)N (thiosemicarbazide). Run in O1CCCC1 (tetrahydrofuran), N1=CC=CC=C1 (pyridine). Reaction conditions: time 3 hour. The product is NC(NNC(C1=C(C=CC=C1)NC1=CC(=CC=C1)C(F)(F)F)=O)=S (2-[(3-trifluoromethylphenyl)amino]-benzoic acid, 2-(aminothioxomethyl)hydrazide). The yield is 43.9%. Reaction SMILES: [CH:1]1[CH:2]=[CH:3][C:4]([NH:10][C:11]2[CH:12]=[CH:13][CH:14]=[C:15]([C:17]([F:20])([F:19])[F:18])[CH:16]=2)=[C:5]([C:7](O)=[O:8])[CH:6]=1.[NH2:21][NH:22][C:23]([NH2:25])=[S:24]>O1CCCC1.N1C=CC=CC=1>[NH2:25][C:23](=[S:24])[NH:22][NH:21][C:7](=[O:8])[C:5]1[CH:6]=[CH:1][CH:2]=[CH:3][C:4]=1[NH:10][C:11]1[CH:12]=[CH:13][CH:14]=[C:15]([C:17]([F:20])([F:19])[F:18])[CH:16]=1. Reported procedure: N,N'-Carbonyldiimidazole (4.56 g, 27.6 mmol) is added to a room temperature solution of flufenamic acid (5.07 g, 18.0 mmol) in 70 ml of tetrahydrofuran. The clear yellow solution is stirred at room temperature for three hours. The solution is then added via cannula to a suspension of thiosemicarbazide (3.41 g, 37.5 mmol) in 55 ml of pyridine. The suspension is heated at reflux overnight. The clear orange solution is concentrated in vacuo and the residue is partitioned between ethyl acetate and w... As a reaction SMILES: [Br:2][CH2:3][CH2:4][CH:5]([O:6][CH3:7])[O:8][CH3:9].[CH2:22]1[O:23][CH2:24][CH2:25][CH2:26]1.[Cl-:20].[Cl:10][c:11]1[n:12][cH:13][c:14]([F:19])[c:15]([CH:17]=[O:18])[cH:16]1.[I:1].[NH4+:21].[OH2:27]>>[CH2:3]([CH2:4][CH:5]([O:6][CH3:7])[O:8][CH3:9])[CH:17]([c:15]1[c:14]([F:19])[cH:13][n:12][c:11]([Cl:10])[cH:16]1)[OH:18]. The reactants are COC(CCBr)OC, C1CCOC1, [Cl-], O=Cc1cc(Cl)ncc1F, I, [NH4+], O. Yields the product COC(CCC(O)c1cc(Cl)ncc1F)OC. The solvent is C(Cl)Cl (CH2Cl2). As a reaction SMILES: [CH3:1][C:2]1[CH:14]=[C:13]([CH2:15][NH:16][CH2:17][CH2:18][CH3:19])[CH:12]=[CH:11][C:3]=1[O:4][CH2:5][C:6]([O:8][CH2:9][CH3:10])=[O:7].C(N(CC)C(C)C)(C)C.CS([C:33]1[N:38]=[C:37]([C:39]2[CH:44]=[CH:43][C:42]([C:45]([F:48])([F:47])[F:46])=[CH:41][CH:40]=2)[CH:36]=[CH:35][N:34]=1)(=O)=O>C(Cl)Cl>[CH3:1][C:2]1[CH:14]=[C:13]([CH2:15][N:16]([CH2:17][CH2:18][CH3:19])[C:33]2[N:38]=[C:37]([C:39]3[CH:40]=[CH:41][C:42]([C:45]([F:48])([F:46])[F:47])=[CH:43][CH:44]=3)[CH:36]=[CH:35][N:34]=2)[CH:12]=[CH:11][C:3]=1[O:4][CH2:5][C:6]([O:8][CH2:9][CH3:10])=[O:7]. The yield is 17.4%. Product: CC1=C(OCC(=O)OCC)C=CC(=C1)CN(C1=NC=CC(=N1)C1=CC=C(C=C1)C(F)(F)F)CCC (Ethyl {2-methyl-4-[(propyl{4-[4-(trifluoromethyl)phenyl]pyrimidin-2-yl}amino)methyl]phenoxy}acetate). Reactants: resultant mixture, CC1=C(OCC(=O)OCC)C=CC(=C1)CNCCC (ethyl {2-methyl-4-[(propylamino)methyl]phenoxy}acetate), C(C)(C)N(C(C)C)CC (N,N-diisopropylethylamine), CS(=O)(=O)C1=NC=CC(=N1)C1=CC=C(C=C1)C(F)(F)F (2-(methylsulfonyl)-4-[4-(trifluoromethyl)phenyl]pyrimidine). Procedure: To a mixture of ethyl {2-methyl-4-[(propylamino)methyl]phenoxy}acetate (652 mg, 2.46 mmol) and N,N-diisopropylethylamine (570 μL, 3.28 mmol) was added 2-(methylsulfonyl)-4-[4-(trifluoromethyl)phenyl]pyrimidine (495 mg, 1.64 mmol) and the resultant mixture heated at 100° C. for 16 h in a reactivial. The cooled reaction mixture was diluted with CH2Cl2 (30 mL), washed with water (20 mL), the aqueous extracted with CH2Cl2 (30 mL) and the CH2Cl2 extracts combined and the solvent removed in vacuo. Pur...